Dataset: the Open Reaction Database (ORD), a public repository of structured organic reaction records. Task: describe an organic reaction: reactants, conditions, products, and yield Starting materials: [OH-].[Na+] (sodium hydroxide), C(C)(=O)OC(C)=O (acetic anhydride), C(=O)O (formic acid), CC1=CC(=C(C=C1)C(C)=O)NC (4'-Methyl-2'-(methylamino)acetophenone). Run in O (water). Conditions: time 90 minute. Yields the product C(C)(=O)C1=C(N(C=O)C)C=C(C=C1)C (2'-acetyl-5'-methyl-N-methylformanilide). As a reaction SMILES: C(OC(=O)C)(=O)C.[CH:8]([OH:10])=O.[CH3:11][C:12]1[CH:17]=[CH:16][C:15]([C:18](=[O:20])[CH3:19])=[C:14]([NH:21][CH3:22])[CH:13]=1.[OH-].[Na+]>O>[C:18]([C:15]1[CH:16]=[CH:17][C:12]([CH3:11])=[CH:13][C:14]=1[N:21]([CH3:22])[CH:8]=[O:10])(=[O:20])[CH3:19] |f:3.4|. Procedure: A mixture of acetic anhydride (23.3 ml) and formic acid (15.9 ml) was stirred at 50 to 60° for 90 minutes and then cooled to 0 to 5° in an ice/salt bath. 4'-Methyl-2'-(methylamino)acetophenone (17.25 g) was added and the solution stirred at 20° for 3 hours. The reaction mixture was cooled to 0° and water (80 ml) added dropwise whilst maintaining the temperature below 8°. Aqueous sodium hydroxide (specific gravity 1.5, 60 ml) was added dropwise whilst maintaining the temperature below 10°. The mi... Reactants: C(C)(C)(C)OC(=O)N(C(C1=C(C=CC(=C1)N1C(CCC1)=O)C(=O)N1CCN(CC1)C1=NC=C(C=C1C)C)=O)C(=O)OC(C)(C)C (N,N-di-tert-butyloxycarbonyl-2-[4-(3,5-dimethylpyridin-2-yl)piperazine-1-carbonyl]-5-(2-oxopyrrolidin-1-yl)benzamide), COCCN (2-methoxyethylamine). Yields the product CC=1C(=NC=C(C1)C)N1CCN(CC1)C(=O)C1=C(C(=O)NCCOC)C=C(C=C1)N1C(CCC1)=O (2-[4-(3,5-dimethylpyridin-2-yl)piperazine-1-carbonyl]-N-(2-methoxyethyl)-5-(2-oxopyrrolidin-1-yl)benzamide). Reaction SMILES: C(OC(N(C(OC(C)(C)C)=O)[C:9](=[O:38])[C:10]1[CH:15]=[C:14]([N:16]2[CH2:20][CH2:19][CH2:18][C:17]2=[O:21])[CH:13]=[CH:12][C:11]=1[C:22]([N:24]1[CH2:29][CH2:28][N:27]([C:30]2[C:35]([CH3:36])=[CH:34][C:33]([CH3:37])=[CH:32][N:31]=2)[CH2:26][CH2:25]1)=[O:23])=O)(C)(C)C.[CH3:46][O:47][CH2:48][CH2:49][NH2:50]>>[CH3:36][C:35]1[C:30]([N:27]2[CH2:26][CH2:25][N:24]([C:22]([C:11]3[CH:12]=[CH:13][C:14]([N:16]4[CH2:20][CH2:19][CH2:18][C:17]4=[O:21])=[CH:15][C:10]=3[C:9]([NH:50][CH2:49][CH2:48][O:47][CH3:46])=[O:38])=[O:23])[CH2:29][CH2:28]2)=[N:31][CH:32]=[C:33]([CH3:37])[CH:34]=1. Reported procedure: Using N,N-di-tert-butyloxycarbonyl-2-[4-(3,5-dimethylpyridin-2-yl)piperazine-1-carbonyl]-5-(2-oxopyrrolidin-1-yl)benzamide (150 mg) described in Example 769 and 2-methoxyethylamine (84 μL) and by the reaction and treatment in the same manner as in Example 770, the title compound (68 mg) was obtained.